Task: describe an organic reaction: reactants, conditions, products, and yield. Dataset: the Open Reaction Database (ORD), a public repository of structured organic reaction records The reactants are C(#N)C1=C(C(=O)O)C=CC=N1 (2-Cyanonicotinic acid), C(C)(C)NC(C)C (diisopropylamine). Run in CC(=O)C (acetone). The product is C(#N)C1=C(C(=O)[O-])C=CC=N1.C(C)(C)[NH2+]C(C)C (diisopropylammonium 2-cyanonicotinate). Yield: 99.5%. As a reaction SMILES: [C:1]([C:3]1[N:11]=[CH:10][CH:9]=[CH:8][C:4]=1[C:5]([OH:7])=[O:6])#[N:2].[CH:12]([NH:15][CH:16]([CH3:18])[CH3:17])([CH3:14])[CH3:13]>CC(C)=O>[C:1]([C:3]1[N:11]=[CH:10][CH:9]=[CH:8][C:4]=1[C:5]([O-:7])=[O:6])#[N:2].[CH:12]([NH2+:15][CH:16]([CH3:18])[CH3:17])([CH3:14])[CH3:13] |f:3.4|. Reported procedure: 2-Cyanonicotinic acid (0.74 g; 0.005 mol) suspended in acetone (40 cc) is treated with diisopropylamine (0.56 g; 0.0056 mol). The solvent is then evaporated off and the residue is crystallized in hexane: diisopropylammonium 2-cyanonicotinate (1.24 g; m.p. 156.7° C.) is obtained (yield=99%). Yields the product OC1=C(C(=CC=C1)O)C=1C2=CC=C(N2)C(=C2C=CC(C(=C3C=CC(=C(C=4C=CC1N4)C4=C(C=CC=C4O)O)N3)C3=C(C=CC=C3O)O)=N2)C2=C(C=CC=C2O)O (5,10,15,20-tetra(2',6'-dihydroxyphenyl)porphyrin). RXN SMILES: C[O:2][C:3]1[CH:8]=[CH:7][CH:6]=[C:5]([O:9]C)[C:4]=1[C:11]1[C:12]2[NH:16][C:15]([C:17]([C:55]3[C:60]([O:61]C)=[CH:59][CH:58]=[CH:57][C:56]=3[O:63]C)=[C:18]3[N:54]=[C:21]([C:22]([C:44]4[C:49]([O:50]C)=[CH:48][CH:47]=[CH:46][C:45]=4[O:52]C)=[C:23]4[NH:43][C:26](=[C:27]([C:33]5[C:38]([O:39]C)=[CH:37][CH:36]=[CH:35][C:34]=5[O:41]C)[C:28]5[CH:29]=[CH:30][C:31]=1[N:32]=5)[CH:25]=[CH:24]4)[CH:20]=[CH:19]3)=[CH:14][CH:13]=2.B(Br)(Br)Br>ClCCl.C(Cl)(Cl)Cl.O1CCCC1>[OH:2][C:3]1[CH:8]=[CH:7][CH:6]=[C:5]([OH:9])[C:4]=1[C:11]1[C:12]2[NH:16][C:15]([C:17]([C:55]3[C:56]([OH:63])=[CH:57][CH:58]=[CH:59][C:60]=3[OH:61])=[C:18]3[N:54]=[C:21]([C:22]([C:44]4[C:49]([OH:50])=[CH:48][CH:47]=[CH:46][C:45]=4[OH:52])=[C:23]4[NH:43][C:26](=[C:27]([C:33]5[C:34]([OH:41])=[CH:35][CH:36]=[CH:37][C:38]=5[OH:39])[C:28]5[CH:29]=[CH:30][C:31]=1[N:32]=5)[CH:25]=[CH:24]4)[CH:20]=[CH:19]3)=[CH:14][CH:13]=2. Reaction conditions: time 17 hour. Reported procedure: As the solvent, acetic acid, propionic acid, butyric acid or the like is usable. The reaction temperature can be controlled by considering the kind of the solvent and the other conditions, usually a temperature of 80°-120° C. is selected. The reaction time is 5-12 hours, preferably 5-8 hours. After such condensation of these compounds, the tarry reaction mixture obtained by filtrating the reaction solution is purified by, for example, silica gel chromatography or the like to obtain 5,10,15,20-te... Run in ClCCl (dichloromethane), C(Cl)(Cl)Cl (chloroform), O1CCCC1 (tetrahydrofuran). Reactants: COC1=C(C(=CC=C1)OC)C=1C2=CC=C(N2)C(=C2C=CC(C(=C3C=CC(=C(C=4C=CC1N4)C4=C(C=CC=C4OC)OC)N3)C3=C(C=CC=C3OC)OC)=N2)C2=C(C=CC=C2OC)OC (5,10,15,20-tetra(2',6'-dimethoxyphenyl)porphyrin), B(Br)(Br)Br (boron tribromide), ice water. The reactants are C(C1=CC=CC=C1)N1CC(CCC1)CN1C=CC2=C(CC1=O)C=C(C(=C2)OC)OC (3-[(N-benzyl-piperidin-3-yl)-methyl]7,8-dimethoxy-1,3-dihydro-2H-3-benzazepin-2-one), [H][H] (hydrogen). Reagents/catalysts: [Pd] (palladium/charcoal). The solvent is C(C)(=O)O (acetic acid). Yields the product N1CC(CCC1)CN1CCC2=C(CC1=O)C=C(C(=C2)OC)OC (3-[(Piperidin-3-yl)-methyl]-7,8-dimethoxy-1,3,4,5-tetrahydro-2H-3-benzazepin-2 -one). As a reaction SMILES: C([N:8]1[CH2:13][CH2:12][CH2:11][CH:10]([CH2:14][N:15]2[C:21](=[O:22])[CH2:20][C:19]3[CH:23]=[C:24]([O:29][CH3:30])[C:25]([O:27][CH3:28])=[CH:26][C:18]=3[CH:17]=[CH:16]2)[CH2:9]1)C1C=CC=CC=1.[H][H]>C(O)(=O)C.[Pd]>[NH:8]1[CH2:13][CH2:12][CH2:11][CH:10]([CH2:14][N:15]2[C:21](=[O:22])[CH2:20][C:19]3[CH:23]=[C:24]([O:29][CH3:30])[C:25]([O:27][CH3:28])=[CH:26][C:18]=3[CH2:17][CH2:16]2)[CH2:9]1. Reported procedure: 14.3 g (0.0352 mol) of 3-[(N-benzyl-piperidin-3-yl)-methyl]7,8-dimethoxy-1,3-dihydro-2H-3-benzazepin-2-one are hydrogenated in 120 ml of glacial acetic acid in the presence of 1.5 g of 10% palladium/charcoal for 4 hours at 50° C. under 5 bar of hydrogen. The catalyst is then removed by suction filtering, the glacial acetic acid is distilled off in vacuo and, after the addition of water, the residue is neutralized with potassium carbonate. The greasy precipitate is extracted with methylene chlori...